This data is from the Open Reaction Database (ORD), a public repository of structured organic reaction records. The task is: describe an organic reaction: reactants, conditions, products, and yield Reactants: C(CCC(=O)[O-])(=O)[O-] (succinate), ester, C(CC=C)Br (3-butenyl bromide), CN1C(C(N=C(C2=C1C=CC=C2)C2=CC=CC=C2)NC([C@@H]([C@@H](C(=O)NCC2=CC(=CC(=C2)F)F)CC=C)CC(C)C)=O)=O ((2R,3S) N1-[1,3-dihydro-1-methyl-2-oxo-5-phenyl-2H-1,4-benzodiazepin-3-yl]-2-(2-methylpropyl)-3-allyl-N4-[3,5-difluorobenzyl]-butanediamide), CN1C(C(N=C(C2=C1C=CC=C2)C2=CC=CC=C2)N)=O (1,3-dihydro-1-methyl-3-amino-5-phenyl-2H-1,4-benzodiazepin-2-one). Yields the product succinate ester, CN1C([C@H](N=C(C2=C1C=CC=C2)C2=CC=CC=C2)NC([C@@H]([C@@H](C(=O)N)CCC=C)CC(C)C)=O)=O ((2R,3S) N1-[(3S)-1,3-dihydro-1-methyl-2-oxo-5-phenyl-2H-1,4-benzodiazepin-3-yl]-2-(2-methylpropyl)-3-(3-buten-1-yl)-butanediamide). As a reaction SMILES: [CH2:1](Br)[CH2:2][CH:3]=C.[CH3:6][N:7]1[C:13]2[CH:14]=[CH:15][CH:16]=[CH:17][C:12]=2[C:11]([C:18]2[CH:23]=[CH:22][CH:21]=[CH:20][CH:19]=2)=[N:10][CH:9]([NH:24][C:25](=[O:47])[C@H:26]([CH2:43][CH:44]([CH3:46])[CH3:45])[C@H:27]([CH2:40]C=C)[C:28]([NH:30]CC2C=C(F)C=C(F)C=2)=[O:29])[C:8]1=[O:48].C([O-])(=O)CCC([O-])=O.CN1C2C=CC=CC=2C(C2C=CC=CC=2)=NC(N)C1=O>>[CH3:6][N:7]1[C:13]2[CH:14]=[CH:15][CH:16]=[CH:17][C:12]=2[C:11]([C:18]2[CH:23]=[CH:22][CH:21]=[CH:20][CH:19]=2)=[N:10][C@H:9]([NH:24][C:25](=[O:47])[C@H:26]([CH2:43][CH:44]([CH3:45])[CH3:46])[C@H:27]([CH2:40][CH2:3][CH:2]=[CH2:1])[C:28]([NH2:30])=[O:29])[C:8]1=[O:48]. Procedure details: A procedure analogous to the preparation of Example 5 was followed. The appropriate succinate ester was prepared using the method disclosed in PCT publication WO 98/51665), using 3-butenyl bromide for R3—X in place allyl bromide (see Scheme 2). The anti-succinate half-ester was coupled to (S)-isomer benzodiazepine (30) using the procedures of Step 1. After Steps 2 and 3, the title compound was isolated. MS (M+H)+=475.3; (M+Na)+=497.3. Starting materials: IC1=CC=C(C=C1)CN1C(CCC1)=O (1-[(4-iodophenyl)methyl]-2-pyrrolidinone), FC(C1=NNC=2CCCCC12)(F)F (3-(trifluoromethyl)-4,5,6,7-tetrahydro-1H-indazole). The product is FC(C1=NN(C=2CCCCC12)C1=CC=C(C=C1)CN1C(CCC1)=O)(F)F (1-({4-[3-(trifluoromethyl)-4,5,6,7-tetrahydro-1H-indazol-1-yl]phenyl}methyl)-2-pyrrolidinone). Reaction SMILES: I[C:2]1[CH:7]=[CH:6][C:5]([CH2:8][N:9]2[CH2:13][CH2:12][CH2:11][C:10]2=[O:14])=[CH:4][CH:3]=1.[F:15][C:16]([F:27])([F:26])[C:17]1[C:25]2[CH2:24][CH2:23][CH2:22][CH2:21][C:20]=2[NH:19][N:18]=1>>[F:27][C:16]([F:15])([F:26])[C:17]1[C:25]2[CH2:24][CH2:23][CH2:22][CH2:21][C:20]=2[N:19]([C:2]2[CH:7]=[CH:6][C:5]([CH2:8][N:9]3[CH2:13][CH2:12][CH2:11][C:10]3=[O:14])=[CH:4][CH:3]=2)[N:18]=1. Reported procedure: The title compound was prepared from 1-[(4-iodophenyl)methyl]-2-pyrrolidinone and 3-(trifluoromethyl)-4,5,6,7-tetrahydro-1H-indazole using a similar procedure to that described for Example 19. Starting materials: COC1=C(C=2C3=C(C(N(C2C(=C1)C)COCC[Si](C)(C)C)=O)SC(=C3)C)C3=CC=C(C=C3)[C@H](CNC(OC(C)(C)C)=O)C ((R)-tert-butyl 2-(4-(8-methoxy-2,6-dimethyl-4-oxo-5-((2-(trimethylsilyl)ethoxy)methyl)-4,5-dihydrothieno[2,3-c]quinolin-9-yl)phenyl)propylcarbamate), B(Br)(Br)Br (BBr3). Reaction conditions: time 1 hour. The product is NC[C@H](C)C1=CC=C(C=C1)C=1C=2C3=C(C(NC2C(=CC1O)C)=O)SC(=C3)C ((R)-9-(4-(1-Aminopropan-2-yl)phenyl)-8-hydroxy-2,6-dimethylthieno[2,3-c]quinolin-4(5H)-one), hydrochloride salt. RXN SMILES: C[O:2][C:3]1[CH:12]=[C:11]([CH3:13])[C:10]2[N:9](COCC[Si](C)(C)C)[C:8](=[O:22])[C:7]3[S:23][C:24]([CH3:26])=[CH:25][C:6]=3[C:5]=2[C:4]=1[C:27]1[CH:32]=[CH:31][C:30]([C@@H:33]([CH3:43])[CH2:34][NH:35]C(=O)OC(C)(C)C)=[CH:29][CH:28]=1.B(Br)(Br)Br>>[NH2:35][CH2:34][C@@H:33]([C:30]1[CH:29]=[CH:28][C:27]([C:4]2[C:5]3[C:6]4[CH:25]=[C:24]([CH3:26])[S:23][C:7]=4[C:8](=[O:22])[NH:9][C:10]=3[C:11]([CH3:13])=[CH:12][C:3]=2[OH:2])=[CH:32][CH:31]=1)[CH3:43]. Procedure: To a solution of (R)-tert-butyl 2-(4-(8-methoxy-2,6-dimethyl-4-oxo-5-((2-(trimethylsilyl)ethoxy)methyl)-4,5-dihydrothieno[2,3-c]quinolin-9-yl)phenyl)propylcarbamate (40 mg, 0.064 mmol) in CH2C2 (1 mL) at 0° C. was added BBr3 (1.0 M in methylene chloride, 1.0 mL, 1.0 mmol) and the reaction was stirred at that temperature for 1 h and quenched by pouring onto water or ice-water. The resulting mixture was concentrated and the residue was dissolved methanol (2 mL) and treated with NH4OH (2 mL). The r... Procedure details: The procedure used is that of GENERAL PROCEDURE III except that 2-bromononane is used as compound (1) in step (a), formaldehyde is used in place of ethylene oxide in step (b), y=1, and propyl bromide is used in place of methyl iodide in step (h). Reaction SMILES: Br[CH:2]([CH2:4]CCCCCC)[CH3:3].C[CH:12]([CH2:24][CH2:25][CH3:26])[CH2:13][CH2:14][CH2:15][CH2:16][CH2:17][CH2:18][CH2:19][CH2:20][C:21]([OH:23])=[O:22].C=O.[CH2:29](Br)CC>>[CH2:3]([CH:20]([CH2:19][CH2:18][CH2:17][CH:16]([CH3:29])[CH2:15][CH2:14][CH2:13][CH2:12][CH2:24][CH2:25][CH3:26])[C:21]([OH:23])=[O:22])[CH2:2][CH3:4]. The product is C(CC)C(C(=O)O)CCCC(CCCCCCC)C (2-Propyl-6-methyltridecanoic Acid). Reactants: BrC(C)CCCCCCC (2-bromononane), C(CC)Br (propyl bromide), CC(CCCCCCCCC(=O)O)CCC (10-Methyltridecanoic Acid), C=O (formaldehyde).